This data is from the Open Reaction Database (ORD), a public repository of structured organic reaction records. The task is: describe an organic reaction: reactants, conditions, products, and yield The reactants are C(C)OC(=O)C=1N(C(=C2C=C(C=CC12)Cl)C1=CC=CC=C1)CC(N(CC)CC)=O (5-chloro-2[(diethylcarbamoyl)methyl]-3-phenylisoindole-1-carboxylic acid ethyl ester), Cl (hydrochloric acid), B (borane), 6-N. Solvent: O1CCCC1 (tetrahydrofuran), O1CCCC1 (tetrahydrofuran). The product is Cl.C(C)OC(=O)C=1N(C(=C2C=C(C=CC12)Cl)C1=CC=CC=C1)CCN(CC)CC (5-chloro-2-[2-(diethylamino)ethyl]-3-phenylisoindole-1-carboxylic acid ethyl ester hydrochloride). RXN SMILES: [CH2:1]([O:3][C:4]([C:6]1[N:7]([CH2:22][C:23](=O)[N:24]([CH2:27][CH3:28])[CH2:25][CH3:26])[C:8]([C:16]2[CH:21]=[CH:20][CH:19]=[CH:18][CH:17]=2)=[C:9]2[C:14]=1[CH:13]=[CH:12][C:11]([Cl:15])=[CH:10]2)=[O:5])[CH3:2].B.Cl>O1CCCC1>[ClH:15].[CH2:1]([O:3][C:4]([C:6]1[N:7]([CH2:22][CH2:23][N:24]([CH2:27][CH3:28])[CH2:25][CH3:26])[C:8]([C:16]2[CH:21]=[CH:20][CH:19]=[CH:18][CH:17]=2)=[C:9]2[C:14]=1[CH:13]=[CH:12][C:11]([Cl:15])=[CH:10]2)=[O:5])[CH3:2] |f:4.5|. Reported procedure: A solution of 0.82 g. of 5-chloro-2[(diethylcarbamoyl)methyl]-3-phenylisoindole-1-carboxylic acid ethyl ester in 5 ml. of tetrahydrofuran is added dropwise under argon at room temperature to 3 ml. of a 1-M solution of borane in tetrahydrofuran. Subsequently, the mixture is boiled at reflux for 4 hours and then treated at 15°-20° C. with 0.8 ml. of 6-N hydrochloric acid. Then, the tetrahydrofuran is removed by distillation at atmospheric pressure. The residue is partitioned between 3 ml. of water...